From a dataset of the Open Reaction Database (ORD), a public repository of structured organic reaction records. describe an organic reaction: reactants, conditions, products, and yield Reactants: CC1CNCC(C)N1, Cc1cc(C(=O)O)c(C=O)[nH]1. Product: Cc1cc(C(=O)N2CC(C)NC(C)C2)c(C=O)[nH]1. RXN SMILES: [CH3:12][CH:13]1[NH:14][CH:15]([CH3:19])[CH2:16][NH:17][CH2:18]1.[CH:1](=[O:2])[c:3]1[nH:4][c:5]([CH3:11])[cH:6][c:7]1[C:8](=[O:9])[OH:10]>>[CH:1](=[O:2])[c:3]1[nH:4][c:5]([CH3:11])[cH:6][c:7]1[C:8](=[O:10])[N:17]1[CH2:16][CH:15]([CH3:19])[NH:14][CH:13]([CH3:12])[CH2:18]1. Reactants: IC=1C=NC(NC1)=O (5-iodopyrimidin-2-one), BrCC(=O)C1=CC=CC=C1 (α-bromoacetophenone). The solvent is C(C)N(CC)CC (triethylamine), C(C)O (ethanol). Conditions: time 2 hour. Yields the product IC=1C=NC(N(C1)CC(=O)C1=CC=CC=C1)=O (5-Iodo-1-phenacylpyrimidin-2-one). As a reaction SMILES: [I:1][C:2]1[CH:3]=[N:4][C:5](=[O:8])[NH:6][CH:7]=1.Br[CH2:10][C:11]([C:13]1[CH:18]=[CH:17][CH:16]=[CH:15][CH:14]=1)=[O:12]>C(N(CC)CC)C.C(O)C>[I:1][C:2]1[CH:3]=[N:4][C:5](=[O:8])[N:6]([CH2:10][C:11]([C:13]2[CH:18]=[CH:17][CH:16]=[CH:15][CH:14]=2)=[O:12])[CH:7]=1. Procedure details: A suspension of 5-iodopyrimidin-2-one (556 mg) and α-bromoacetophenone (533 mg) in triethylamine (0.5 ml) and ethanol (50 ml) was stirred at ambient temperature for 71/2 hours. The resulting solution was evaporated and the residue triturated with water. This product was purified by preparative thin-layer chromatography on silica before crystallisation from ethyl acetate to give the title pyrimidinone: yield 253 mg: m.p. 155°-157°: λmaxEtOH 238.5 nm (ε 23070), 340 nm (ε 2400), λinf 250 nm (ε 1716... Starting materials: COC(=O)C1(Oc2ccc(OCc3ccccc3)nc2)CC1, CCO. Product: COC(=O)C1(Oc2ccc(O)nc2)CC1. RXN SMILES: [CH3:1][O:2][C:3](=[O:4])[C:5]1([O:8][c:9]2[cH:10][n:11][c:12]([O:15][CH2:16][c:17]3[cH:18][cH:19][cH:20][cH:21][cH:22]3)[cH:13][cH:14]2)[CH2:6][CH2:7]1.[CH3:23][CH2:24][OH:25]>>[CH3:1][O:2][C:3](=[O:4])[C:5]1([O:8][c:9]2[cH:10][n:11][c:12]([OH:15])[cH:13][cH:14]2)[CH2:6][CH2:7]1.